From a dataset of the Open Reaction Database (ORD), a public repository of structured organic reaction records. describe an organic reaction: reactants, conditions, products, and yield Reactants: Pd(PPh3), C[Si](C)(C)C#C (trimethylsilylacetylene), ClC1=NC(=NC=C1)SC (4-Chloro-2-methylsulfanyl-pyrimidine). Reagents/catalysts: [Cu]I (CuI), C(Cl)Cl (CH2Cl2), C1=CC=C(C=C1)P(C2=CC=CC=C2)C3=CC=CC=C3 (PPh3). The solvent is C1CCOC1 (THF), TEA. Yields the product C(#C)C1=NC(=NC=C1)SC (4-Ethynyl-2-(methylsulfanyl)pyrimidine). Yield: 53.3%. Reaction SMILES: Cl[C:2]1[CH:7]=[CH:6][N:5]=[C:4]([S:8][CH3:9])[N:3]=1.C[Si]([C:14]#[CH:15])(C)C>C1COCC1.[Cu]I.C(Cl)Cl.C1C=CC(P(C2C=CC=CC=2)C2C=CC=CC=2)=CC=1>[C:14]([C:2]1[CH:7]=[CH:6][N:5]=[C:4]([S:8][CH3:9])[N:3]=1)#[CH:15]. Procedure: To a solution of Pd(PPh3).CH2Cl2 (22 mg, 0.031 mmol) and PPh3 (17 mg, 0.065 mmol) in THF (200 mL), TEA (300 mL), and 4-Chloro-2-methylsulfanyl-pyrimidine (1.0 g, 6.75 mmol, 1 eq.) were added under argon. CuI (13 mg, 0.065 mmol) and trimethylsilylacetylene (725 mg, 7.25 mmol, 1.1 eq) were then added sequentially. The reaction mixture was heated at reflux for 8 h and cooled to rt. The precipitate was filtered off and washed with AcOEt. The filtrate solution was concentrated and the residue was dil...